Dataset: the Open Reaction Database (ORD), a public repository of structured organic reaction records. Task: describe an organic reaction: reactants, conditions, products, and yield Reactants: ClC1=NC(=C(C2=C1C(N(C2)CC2=C(C=C(C=C2)OC)OC)=O)F)Cl (4,6-dichloro-2-(2,4-dimethoxybenzyl)-7-fluoro-1H-pyrrolo[3,4-c]pyridin-3(2H)-one), N[C@H]1[C@H](COCC1)NC(OC(C)(C)C)=O (tert-butyl (3R,4R)-4-aminotetrahydro-2H-pyran-3-ylcarbamate), CCN(C(C)C)C(C)C (DIPEA). Solvent: C(C)#N (ACN). Conditions: temperature 85 celsius, time 8 hour. The product is ClC1=NC(=C(C2=C1C(N(C2)CC2=C(C=C(C=C2)OC)OC)=O)F)N[C@H]2[C@H](COCC2)NC(OC(C)(C)C)=O (tert-Butyl (3R,4R)-4-(4-chloro-2-(2,4-dimethoxybenzyl)-7-fluoro-3-oxo-2,3-dihydro-1H-pyrrolo[3,4-c]pyridin-6-ylamino)tetrahydro-2H-pyran-3-ylcarbamate). The yield is 10.7%. As a reaction SMILES: [Cl:1][C:2]1[C:7]2[C:8](=[O:22])[N:9]([CH2:11][C:12]3[CH:17]=[CH:16][C:15]([O:18][CH3:19])=[CH:14][C:13]=3[O:20][CH3:21])[CH2:10][C:6]=2[C:5]([F:23])=[C:4](Cl)[N:3]=1.[NH2:25][C@@H:26]1[CH2:31][CH2:30][O:29][CH2:28][C@@H:27]1[NH:32][C:33](=[O:39])[O:34][C:35]([CH3:38])([CH3:37])[CH3:36].CCN(C(C)C)C(C)C>C(#N)C>[Cl:1][C:2]1[C:7]2[C:8](=[O:22])[N:9]([CH2:11][C:12]3[CH:17]=[CH:16][C:15]([O:18][CH3:19])=[CH:14][C:13]=3[O:20][CH3:21])[CH2:10][C:6]=2[C:5]([F:23])=[C:4]([NH:25][C@@H:26]2[CH2:31][CH2:30][O:29][CH2:28][C@@H:27]2[NH:32][C:33](=[O:39])[O:34][C:35]([CH3:37])([CH3:36])[CH3:38])[N:3]=1. Reported procedure: A mixture of 4,6-dichloro-2-(2,4-dimethoxybenzyl)-7-fluoro-1H-pyrrolo[3,4-c]pyridin-3(2H)-one (320 mg, 0.862 mmol), tert-butyl (3R,4R)-4-aminotetrahydro-2H-pyran-3-ylcarbamate (280 mg, 1.293 mmol) and DIPEA (0.226 mL, 1.293 mmol) in ACN (5 mL) was stirred at 85° C. overnight. UPLC indicated the presence of starting material, so the mixture was stirred at 85° C. overnight. UPLC showed about 50% conversion. Additional stirring at 85° C. for 3 d and at 100° C. overnight did not appreciably increase... The reactants are C(C)(C)(C)C=1SC2=C(N1)C=C(C(=C2)[N+](=O)[O-])Cl (2-tert-butyl-5-chloro-6-nitrobenzothiazole), N1CCNCC1 (piperazine), ice water. The solvent is CS(=O)C (dimethylsulphoxide). Yields the product C(C)(C)(C)C=1SC2=C(N1)C=C(C(=C2)[N+](=O)[O-])N2CCNCC2 (2-tert-butyl-6-nitro-5-[piperazin-1-yl]benzothiazole). Reaction SMILES: [C:1]([C:5]1[S:6][C:7]2[CH:13]=[C:12]([N+:14]([O-:16])=[O:15])[C:11](Cl)=[CH:10][C:8]=2[N:9]=1)([CH3:4])([CH3:3])[CH3:2].[NH:18]1[CH2:23][CH2:22][NH:21][CH2:20][CH2:19]1>CS(C)=O>[C:1]([C:5]1[S:6][C:7]2[CH:13]=[C:12]([N+:14]([O-:16])=[O:15])[C:11]([N:18]3[CH2:23][CH2:22][NH:21][CH2:20][CH2:19]3)=[CH:10][C:8]=2[N:9]=1)([CH3:4])([CH3:3])[CH3:2]. Procedure details: A solution of 13.5 g of 2-tert-butyl-5-chloro-6-nitrobenzothiazole described in Example 5, and 40 g of anhydrous piperazine in 100 ml of dimethylsulphoxide is heated at 140° for 2 hours, cooled and poured into ice-water. The yellow solid is filtered, washed with water and dried at 80° to yield 2-tert-butyl-6-nitro-5-[piperazin-1-yl]benzothiazole, melting at 144°-146°.